This data is from the Open Reaction Database (ORD), a public repository of structured organic reaction records. The task is: describe an organic reaction: reactants, conditions, products, and yield The reactants are [Br-].BrC[P+](C1=CC=CC=C1)(C1=CC=CC=C1)C1=CC=CC=C1 (bromomethyl(triphenyl)phosphonium bromide), [Li]CCCC (n-BuLi), CC=1N(C(=CC1C=O)C)C1=CC=CC=C1 (2,5-Dimethyl-1-phenyl-1H-pyrrole-3-carbaldehyde), C(=O)([O-])[O-].[Na+].[Na+] (Na2CO3). Reagents/catalysts: [N+](CCCC)(CCCC)(CCCC)CCCC.[Cl-] (n-Bu4NCl), CC(=O)[O-].CC(=O)[O-].[Pd+2] (Pd(OAc)2). Solvent: C1CCOC1 (THF), CN(C)C=O (DMF). Yields the product CC=1N(C(=CC1C=C)C)C1=CC=CC=C1 (2,5-Dimethyl-1-phenyl-3-vinyl-1H-pyrrole). The yield is 80.0%. RXN SMILES: [Br-].Br[CH2:3][P+](C1C=CC=CC=1)(C1C=CC=CC=1)C1C=CC=CC=1.[Li]CCCC.[CH3:28][C:29]1[N:30]([C:37]2[CH:42]=[CH:41][CH:40]=[CH:39][CH:38]=2)[C:31]([CH3:36])=[CH:32][C:33]=1[CH:34]=O.C([O-])([O-])=O.[Na+].[Na+]>C1COCC1.[N+](CCCC)(CCCC)(CCCC)CCCC.[Cl-].CN(C=O)C.CC([O-])=O.CC([O-])=O.[Pd+2]>[CH3:28][C:29]1[N:30]([C:37]2[CH:42]=[CH:41][CH:40]=[CH:39][CH:38]=2)[C:31]([CH3:36])=[CH:32][C:33]=1[CH:34]=[CH2:3] |f:0.1,4.5.6,8.9,11.12.13|. Reported procedure: To a solution of bromomethyl(triphenyl)phosphonium bromide (2.2 g, 5 mmol) in dry THF (50 mL), n-BuLi (2.5 M, 2 mL, 5 mmol) was added dropwise at −78° C. under nitrogen. The reaction mixture was stirred 30 min at this temperature and compound 5 (1.0 g, 5 mmol) was added, then the cooling bath was removed. Stirring was continued for another hour. The solvent was completely removed under reduced pressure. The residue and Pd(OAc)2 (56 mg, 0.25 mmol), Na2CO3 (1.86 g, 17.5 mmol), n-Bu4NCl (8.34 g, 30... The reactants are [OH-].[Na+] (NaOH), [OH-].[Na+] (NaOH), C(O)CN (ethanolamine), COC(N(C)CC1=CC=C(C=C1)C=1NC=2C=C(C=C3C2C1CCNC3=O)F)=O ([4-(8-Fluoro-6-oxo-3,4,5,6-tetrahydro-1H-azepino[5,4,3-cd]indol-2-yl)-benzyl]-methyl-carbamic acid methyl ester), Ice. Run in Br (hydrobromic acid), C(C)(=O)O (acetic acid). Reaction conditions: time 46 hour. Product: FC=1C=C2C=3C(=C(NC3C1)C1=CC=C(C=C1)CNC)CCNC2=O (8-Fluoro-2-(4-methylaminomethyl-phenyl)-1,3,4,5-tetrahydro-azepino[5,4,3-cd]indol-6-one). Yield: 87.6%. Reaction SMILES: CO[C:3](=O)[N:4]([CH2:6][C:7]1[CH:12]=[CH:11][C:10]([C:13]2[NH:14][C:15]3[CH:16]=[C:17]([F:27])[CH:18]=[C:19]4[C:25](=[O:26])[NH:24][CH2:23][CH2:22][C:21]=2[C:20]=34)=[CH:9][CH:8]=1)C.C(CN)O.[OH-].[Na+]>Br.C(O)(=O)C>[F:27][C:17]1[CH:18]=[C:19]2[C:25](=[O:26])[NH:24][CH2:23][CH2:22][C:21]3=[C:13]([C:10]4[CH:9]=[CH:8][C:7]([CH2:6][NH:4][CH3:3])=[CH:12][CH:11]=4)[NH:14][C:15]([CH:16]=1)=[C:20]23 |f:2.3|. Reported procedure: Lactam 14 (14.42 g, 0.038 mol) was dissolved in hydrobromic acid in acetic acid (30%-32%, 140 ml). The reaction solution was stirred for 46 hours at room temperature in a 500 ml flask that was connected to an ethanolamine scrubber system. HPLC analysis indicated the completion of the reaction. Ice (30 g) was added to the reaction solution followed by addition of aqueous NaOH (327 ml, 10 M, 3.27 mol) while the temperature was maintained between 25° C. and 35° C. When addition of NaOH was complete... As a reaction SMILES: [CH3:1][CH:2]([CH2:6][CH3:7])[CH:3]([OH:5])[CH3:4].[C:8](O)(=[O:12])/[CH:9]=[CH:10]/[CH3:11]>C1(C)C=CC(S(O)(=O)=O)=CC=1.C1(C)C=CC=CC=1>[CH3:4][CH:3]([O:5][C:8](=[O:12])[CH:9]=[CH:10][CH3:11])[CH:2]([CH3:1])[CH2:6][CH3:7]. Solvent: C1(=CC=CC=C1)C (toluene). Product: CC(C(CC)C)OC(C=CC)=O (but-2-enoic acid 1,2-dimethyl-butyl ester). Conditions: time 3.5 hour. Starting materials: CC(C(C)O)CC (3-Methyl-pentan-2-ol), C(\C=C\C)(=O)O (crotonic acid), 2-L. Procedure details: 3-Methyl-pentan-2-ol (400 g), crotonic acid (CH3CH═CHCOOH) (445.5 g), toluene (400 mL), and para-toluenesulfonic acid (PTSA) (4 g) were charged into to 2-L reaction flask fitted with a mechanical stirrer, a thermocouple, a condenser, and a Bidwell-Sterling trap. The reaction mixture was heated to reflux. Water was collected and removed via the Bidwell-Sterling trap. The reaction mixture was aged for about 3.5 hours. The resulting reaction mixture was then cooled and washed sequentially with wate... The yield is 66.6%. Reagents/catalysts: C1(=CC=C(C=C1)S(=O)(=O)O)C (para-toluenesulfonic acid). RXN SMILES: [B:22]([Br:23])([Br:24])[Br:25].[Br:1][c:2]1[cH:3][c:4]2[c:9]([cH:10][c:11]1[O:12][CH3:13])[O:8][C:7]([CH3:14])([CH3:15])[CH:6]=[C:5]2[c:16]1[cH:17][cH:18][cH:19][cH:20][cH:21]1.[Cl:26][CH2:27][Cl:28]>>[Br:1][c:2]1[cH:3][c:4]2[c:9]([cH:10][c:11]1[OH:12])[O:8][C:7]([CH3:14])([CH3:15])[CH:6]=[C:5]2[c:16]1[cH:17][cH:18][cH:19][cH:20][cH:21]1. The reactants are BrB(Br)Br, COc1cc2c(cc1Br)C(c1ccccc1)=CC(C)(C)O2, ClCCl. The product is CC1(C)C=C(c2ccccc2)c2cc(Br)c(O)cc2O1. Starting materials: OC1=C(C=C(C=O)C=C1)[N+](=O)[O-] (4-hydroxy-3-nitrobenzaldehyde), C(CO)O (ethylene glycol), paratoluenesulfonic acid, O (water). The solvent is C1(=CC=CC=C1)C (toluene). The product is C1COC(C2=CC(=C(C=C2)O)[N+](=O)[O-])O1 (4-Hydroxy-3-nitrobenzaldehyde-ethylenacetal). RXN SMILES: [OH:1][C:2]1[CH:9]=[CH:8][C:5]([CH:6]=[O:7])=[CH:4][C:3]=1[N+:10]([O-:12])=[O:11].[CH2:13](O)[CH2:14][OH:15].O>C1(C)C=CC=CC=1>[CH2:14]1[O:15][CH:6]([C:5]2[CH:8]=[CH:9][C:2]([OH:1])=[C:3]([N+:10]([O-:12])=[O:11])[CH:4]=2)[O:7][CH2:13]1. Reported procedure: 25 g of 4-hydroxy-3-nitrobenzaldehyde is mixed in toluene with 1.1 equivalents of ethylene glycol and 370 mg of paratoluenesulfonic acid. It is boiled for 4 hours in a water separator. The mixture is poured onto sodium bicarbonate solution, extracted with ethyl acetate, the organic phase is washed with brine, dried with magnesium sulfate and concentrated by evaporation. 23.6 g of crude product, which is suitable for further reactions, results. The product is CCOC(=O)CCCCCN(CC)c1ccc(C(F)(F)F)cc1CN(Cc1cc(C(F)(F)F)cc(C(F)(F)F)c1)c1ncc(OCCOC)cn1. As a reaction SMILES: [CH3:48][O:49][CH2:50][CH2:51][OH:52].[CH3:89][c:90]1[cH:91][cH:92][cH:93][cH:94][cH:95]1.[F:1][C:2]([c:3]1[cH:4][c:5]([CH2:6][N:7]([c:8]2[n:9][cH:10][c:11]([OH:14])[cH:12][n:13]2)[CH2:15][c:16]2[c:17]([N:26]([CH2:27][CH2:28][CH2:29][CH2:30][CH2:31][C:32](=[O:33])[O:34][CH2:35][CH3:36])[CH2:37][CH3:38])[cH:18][cH:19][c:20]([C:22]([F:23])([F:24])[F:25])[cH:21]2)[cH:39][c:40]([C:42]([F:43])([F:44])[F:45])[cH:41]1)([F:46])[F:47].[O:72]=[C:73]([O:74][CH2:75][CH3:76])[N:77]=[N:78][C:79]([O:80][CH2:81][CH3:82])=[O:83].[O:84]1[CH2:85][CH2:86][CH2:87][CH2:88]1.[c:53]1([P:54]([c:55]2[cH:56][cH:57][cH:58][cH:59][cH:60]2)[c:61]2[cH:62][cH:63][cH:64][cH:65][cH:66]2)[cH:67][cH:68][cH:69][cH:70][cH:71]1>>[F:1][C:2]([c:3]1[cH:4][c:5]([CH2:6][N:7]([c:8]2[n:9][cH:10][c:11]([O:14][CH2:51][CH2:50][O:49][CH3:48])[cH:12][n:13]2)[CH2:15][c:16]2[c:17]([N:26]([CH2:27][CH2:28][CH2:29][CH2:30][CH2:31][C:32](=[O:33])[O:34][CH2:35][CH3:36])[CH2:37][CH3:38])[cH:18][cH:19][c:20]([C:22]([F:23])([F:24])[F:25])[cH:21]2)[cH:39][c:40]([C:42]([F:43])([F:44])[F:45])[cH:41]1)([F:46])[F:47]. Reactants: COCCO, Cc1ccccc1, CCOC(=O)CCCCCN(CC)c1ccc(C(F)(F)F)cc1CN(Cc1cc(C(F)(F)F)cc(C(F)(F)F)c1)c1ncc(O)cn1, CCOC(=O)N=NC(=O)OCC, C1CCOC1, c1ccc(P(c2ccccc2)c2ccccc2)cc1.